describe an organic reaction: reactants, conditions, products, and yield From a dataset of the Open Reaction Database (ORD), a public repository of structured organic reaction records. Starting materials: CN([C@@H]1CN(CC1)C(=O)[C@H]1N(C[C@H](C1)SC=1[C@@H]([C@H]2N(C1C(=O)OCC1=CC=C(C=C1)[N+](=O)[O-])C([C@@H]2[C@@H](C)O)=O)C)C(=O)OCC2=CC=C(C=C2)[N+](=O)[O-])C (4-nitrobenzyl (1R, 5S, 6S)-2-{(2S, 4S)-2-[(3S)-3-dimethylaminopyrrolidin-1-ylcarbonyl]-1-(4-nitrobenzyloxycarbonyl)pyrrolidin-4-ylthio}-6-[(1R)-1-hydroxyethyl]-1-methyl-1-carbapen-2-em-3-carboxylate), Cl (hydrochloric acid). Run in O1CCCC1 (tetrahydrofuran), O (water). Product: Cl.CN([C@@H]1CN(CC1)C(=O)[C@H]1NC[C@H](C1)SC=1[C@@H]([C@H]2N(C1C(=O)O)C([C@@H]2[C@@H](C)O)=O)C)C ((1R, 5S, 6S)-2-{(2S, 4S)-2-[(3S)-3-Dimethylaminopyrrolidin-1-ylcarbonyl]pyrrolidin-4-ylthio}-6-[(1R)-1-hydroxyethyl]-1-methyl-1-carbapen-2-em-3-carboxylic acid hydrochloride). Reaction SMILES: [CH3:1][N:2]([CH3:54])[C@H:3]1[CH2:7][CH2:6][N:5]([C:8]([C@@H:10]2[CH2:14][C@H:13]([S:15][C:16]3[C@H:17]([CH3:40])[C@@H:18]4[C@@H:35]([C@H:36]([OH:38])[CH3:37])[C:34](=[O:39])[N:19]4[C:20]=3[C:21]([O:23]CC3C=CC([N+]([O-])=O)=CC=3)=[O:22])[CH2:12][N:11]2C(OCC2C=CC([N+]([O-])=O)=CC=2)=O)=[O:9])[CH2:4]1.[ClH:55]>O1CCCC1.O>[ClH:55].[CH3:54][N:2]([CH3:1])[C@H:3]1[CH2:7][CH2:6][N:5]([C:8]([C@@H:10]2[CH2:14][C@H:13]([S:15][C:16]3[C@H:17]([CH3:40])[C@@H:18]4[C@@H:35]([C@H:36]([OH:38])[CH3:37])[C:34](=[O:39])[N:19]4[C:20]=3[C:21]([OH:23])=[O:22])[CH2:12][NH:11]2)=[O:9])[CH2:4]1 |f:4.5|. Procedure details: 306 mg of 4-nitrobenzyl (1R, 5S, 6S)-2-{(2S, 4S)-2-[(3S)-3-dimethylaminopyrrolidin-1-ylcarbonyl]-1-(4-nitrobenzyloxycarbonyl)pyrrolidin-4-ylthio}-6-[(1R)-1-hydroxyethyl]-1-methyl-1-carbapen-2-em-3-carboxylate [prepared as described in step (a) above] were dissolved in 12 ml of a 2:1 by volume mixture of tetrahydrofuran and water, after which 0.38 ml of 1N aqueous hydrochloric acid was added, and the mixture was hydrogenated by bubbling hydrogen through it at room temperature for 2 hours in the p... The reactants are [N+](=O)([O-])C1=C(C(=O)OCCN2CCN(CC2)C2=CC(=CC=C2)Cl)C=CC=C1 (2-(4-m-chlorophenyl-piperazino)-ethyl 2-nitrobenzoate). Reagents/catalysts: [Pd] (palladium on charcoal). The solvent is CO (methanol). Yields the product C(C=1C(N)=CC=CC1)(=O)OCCN1CCN(CC1)C1=CC(=CC=C1)Cl (2-(4-m-chlorophenylpiperazino)-ethyl anthranilate). The yield is 74.1%. RXN SMILES: [N+:1]([C:4]1[CH:27]=[CH:26][CH:25]=[CH:24][C:5]=1[C:6]([O:8][CH2:9][CH2:10][N:11]1[CH2:16][CH2:15][N:14]([C:17]2[CH:22]=[CH:21][CH:20]=[C:19]([Cl:23])[CH:18]=2)[CH2:13][CH2:12]1)=[O:7])([O-])=O>[Pd].CO>[C:6]([O:8][CH2:9][CH2:10][N:11]1[CH2:16][CH2:15][N:14]([C:17]2[CH:22]=[CH:21][CH:20]=[C:19]([Cl:23])[CH:18]=2)[CH2:13][CH2:12]1)(=[O:7])[C:5]1[C:4](=[CH:27][CH:26]=[CH:25][CH:24]=1)[NH2:1]. Procedure: 5.75 G. (0.015 mol) of 2-(4-m-chlorophenyl-piperazino)-ethyl 2-nitrobenzoate in 100 ml. of methanol is hydrogenated at ambient temperature and at atmospheric pressure, in the presence of 1 g. of 10% palladium on charcoal. The theoretical amount of hydrogen (1 1.) is absorbed in 40 minutes. The catalyst is filtered off, the methanol is evaporated from the filtrate, and the residue is recrystallised from isopropyl alcohol to give 4 g. (yield = 74.1%) of 2-(4-m-chlorophenylpiperazino)-ethyl anthran...